describe an organic reaction: reactants, conditions, products, and yield From a dataset of the Open Reaction Database (ORD), a public repository of structured organic reaction records. Starting materials: COC=C1C(NC(C2=CC=CC=C12)=O)=O (4-methoxymethylene-4H-isoquinoline-1,3-dione), N1(CCCC1)CCC1=CC=C(C=C1)N (4-(2-pyrrolidin-1-yl-ethyl)-phenylamine). The solvent is CN(C=O)C (N,N-dimethylformamide). Reaction conditions: temperature 110 celsius. Yields the product N1(CCCC1)CCC1=CC=C(C=C1)N\C=C\1/C(NC(C2=CC=CC=C12)=O)=O ((4Z)-4-({[4-(2-Pyrrolidin-1-ylethyl)phenyl]amino}methylene)isoquinoline-1,3(2H,4H)-dione). Yield: 71.4%. Reaction SMILES: CO[CH:3]=[C:4]1[C:13]2[C:8](=[CH:9][CH:10]=[CH:11][CH:12]=2)[C:7](=[O:14])[NH:6][C:5]1=[O:15].[N:16]1([CH2:21][CH2:22][C:23]2[CH:28]=[CH:27][C:26]([NH2:29])=[CH:25][CH:24]=2)[CH2:20][CH2:19][CH2:18][CH2:17]1>CN(C)C=O>[N:16]1([CH2:21][CH2:22][C:23]2[CH:24]=[CH:25][C:26]([NH:29]/[CH:3]=[C:4]3\[C:5](=[O:15])[NH:6][C:7](=[O:14])[C:8]4[C:13]\3=[CH:12][CH:11]=[CH:10][CH:9]=4)=[CH:27][CH:28]=2)[CH2:20][CH2:19][CH2:18][CH2:17]1. Reported procedure: A mixture of 4-methoxymethylene-4H-isoquinoline-1,3-dione (101.5 mg, 0.5 mmol), 4-(2-pyrrolidin-1-yl-ethyl)-phenylamine (95.2 mg, 0.5 mmol) in 1 mL of N,N-dimethylformamide is heated at 110° C. for 1.5 h. After cooling in the refrigerator, the precipitate is collected, and washed with ether to give 129 mg (71%) of yellow solid mp 224-225° C.; MS (ESI) m/z 362.20 (M+1); Analysis for C22H23N3O2: Calcd: C, 73.11; H, 6.41; N, 11.63. Found: C, 72.33; H, 6.45; N, 11.59. Yields the product COc1c(C(=O)NC2(C(=O)O)CC2)ccc2[nH]nc(C=Cc3ccc(F)cc3)c12. Starting materials: COC(=O)C1(NC(=O)c2ccc3[nH]nc(C=Cc4ccc(F)cc4)c3c2OC)CC1, CO, [Na+], C1CCOC1, [OH-], O. RXN SMILES: [CH3:1][O:2][C:3](=[O:4])[C:5]1([NH:8][C:9](=[O:10])[c:11]2[c:12]([O:29][CH3:30])[c:13]3[c:14]([CH:20]=[CH:21][c:22]4[cH:23][cH:24][c:25]([F:28])[cH:26][cH:27]4)[n:15][nH:16][c:17]3[cH:18][cH:19]2)[CH2:6][CH2:7]1.[CH3:38][OH:39].[Na+:32].[O:33]1[CH2:34][CH2:35][CH2:36][CH2:37]1.[OH-:31].[OH2:40]>>[O:2]=[C:3]([OH:4])[C:5]1([NH:8][C:9](=[O:10])[c:11]2[c:12]([O:29][CH3:30])[c:13]3[c:14]([CH:20]=[CH:21][c:22]4[cH:23][cH:24][c:25]([F:28])[cH:26][cH:27]4)[n:15][nH:16][c:17]3[cH:18][cH:19]2)[CH2:6][CH2:7]1. Product: CC(C)(C)OC(=O)N1CCC(C#N)(c2ncccc2Br)CC1. As a reaction SMILES: [Br:1][c:2]1[c:3]([CH2:8][C:9]#[N:10])[n:4][cH:5][cH:6][cH:7]1.[CH3:27][S:28]([CH3:29])=[O:30].[Cl:11][CH2:12][CH2:13][N:14]([C:15]([O:16][C:17]([CH3:18])([CH3:19])[CH3:20])=[O:21])[CH2:22][CH2:23][Cl:24].[Cl:31][CH2:32][Cl:33].[H-:25].[Na+:26]>>[Br:1][c:2]1[c:3]([C:8]2([C:9]#[N:10])[CH2:12][CH2:13][N:14]([C:15]([O:16][C:17]([CH3:18])([CH3:19])[CH3:20])=[O:21])[CH2:22][CH2:23]2)[n:4][cH:5][cH:6][cH:7]1. Starting materials: N#CCc1ncccc1Br, CS(C)=O, CC(C)(C)OC(=O)N(CCCl)CCCl, ClCCl, [H-], [Na+]. Starting materials: CC(C)(C)OC(=O)Nc1ccc2c(c1)NC(=O)C2, COc1c(C(C)C)cc(C=O)cc1C(C)C. Yields the product COc1c(C(C)C)cc(C=C2C(=O)Nc3cc(NC(=O)OC(C)(C)C)ccc32)cc1C(C)C. As a reaction SMILES: [C:17]([CH3:18])([CH3:19])([CH3:20])[O:21][C:22](=[O:23])[NH:24][c:25]1[cH:26][cH:27][c:28]2[c:32]([cH:33]1)[NH:31][C:30](=[O:34])[CH2:29]2.[CH:1]([CH3:2])([CH3:3])[c:4]1[cH:5][c:6]([CH:7]=[O:8])[cH:9][c:10]([CH:14]([CH3:15])[CH3:16])[c:11]1[O:12][CH3:13]>>[CH:1]([CH3:2])([CH3:3])[c:4]1[cH:5][c:6]([CH:7]=[C:29]2[c:28]3[cH:27][cH:26][c:25]([NH:24][C:22]([O:21][C:17]([CH3:18])([CH3:19])[CH3:20])=[O:23])[cH:33][c:32]3[NH:31][C:30]2=[O:34])[cH:9][c:10]([CH:14]([CH3:15])[CH3:16])[c:11]1[O:12][CH3:13]. The reactants are CC(C)(C)OC(=O)NC(CO)C(=O)O, C=[N+]=[N-]. Product: COC(=O)C(CO)NC(=O)OC(C)(C)C. RXN SMILES: [C:1](=[O:2])([O:3][C:4]([CH3:5])([CH3:6])[CH3:7])[NH:8][CH:9]([CH2:10][OH:11])[C:12](=[O:13])[OH:14].[N+:15](=[N-:16])=[CH2:17]>>[C:1](=[O:2])([O:3][C:4]([CH3:5])([CH3:6])[CH3:7])[NH:8][CH:9]([CH2:10][OH:11])[C:12]([O:13][CH3:17])=[O:14].